Dataset: the Open Reaction Database (ORD), a public repository of structured organic reaction records. Task: describe an organic reaction: reactants, conditions, products, and yield Reactants: C1=C(C=CC=2SC3=CC=CC=C3SC12)S(=O)(=O)Cl (thianthrene-2-sulfonyl chloride), C(C)(C)(C)OC([C@@H](N)CC(C)C)=O ((L)-leucine-t-butyl ester), C1=C(C=CC=2OC3=CC=CC=C3SC12)S(=O)(=O)Cl (phenoxathiine-2-sulfonyl chloride), C(C)(C)(C)OC([C@@H](N)C(C)C)=O ((L)-valine-t-butyl ester). Product: CC(C[C@@H](C(=O)O)NS(=O)(=O)C1=CC=2SC3=CC=CC=C3OC2C=C1)C ((S)-4-methyl-2-(phenoxathiine-2-sulfonylamino)-pentanoic acid). Reaction SMILES: C1C2SC3C(=CC=CC=3)SC=2C=CC=1S(Cl)(=O)=O.[CH:19]1[C:32]2[S:31][C:30]3[C:25](=[CH:26][CH:27]=[CH:28][CH:29]=3)[O:24][C:23]=2[CH:22]=[CH:21][C:20]=1[S:33](Cl)(=[O:35])=[O:34].C(OC(=O)[C@H](C(C)C)N)(C)(C)C.C([O:53][C:54](=[O:61])[C@H:55]([CH2:57][CH:58]([CH3:60])[CH3:59])[NH2:56])(C)(C)C>>[CH3:59][CH:58]([CH3:60])[CH2:57][C@H:55]([NH:56][S:33]([C:20]1[CH:21]=[CH:22][C:23]2[O:24][C:25]3[C:30](=[CH:29][CH:28]=[CH:27][CH:26]=3)[S:31][C:32]=2[CH:19]=1)(=[O:35])=[O:34])[C:54]([OH:61])=[O:53]. Reported procedure: When in the procedure of Example 1, Step (b), thianthrene-2-sulfonyl chloride is replaced by phenoxathiine-2-sulfonyl chloride and (L)-valine-t-butyl ester is replaced with (L)-leucine-t-butyl ester, (S)-4-methyl-2-(phenoxathiine-2-sulfonylamino)-pentanoic acid is obtained; mp 120-130° C.